This data is from the Open Reaction Database (ORD), a public repository of structured organic reaction records. The task is: describe an organic reaction: reactants, conditions, products, and yield Starting materials: C([C@H](C(=O)O)O)O (D-glyceric acid), C([C@H](C(=O)O)O)O (D-glyceric acid), NC1=CC=C(C=C)C=C1 (p-aminostyrene), C1(CCCCC1)N=C=NC1CCCCC1 (N,N'-dicyclohexylcarbodiimide), C([C@H](C(=O)O)O)O (D-glyceric acid), NC=CC1=CC=CC=C1 (aminostyrene), C1(CCCCC1)N=C=NC1CCCCC1 (N.N'-dicyclohexylcarbodiimide). Solvent: C(C)#N (acetonitrile). Product: C1(CCCCC1)NC(=O)NC1CCCCC1 (N.N'-dicyclohexylurea). RXN SMILES: C(O)[C@@H](O)C(O)=[O:4].NC1C=CC(C=C)=CC=1.[CH:17]1([N:23]=[C:24]=[N:25][CH:26]2[CH2:31][CH2:30][CH2:29][CH2:28][CH2:27]2)[CH2:22][CH2:21][CH2:20][CH2:19][CH2:18]1.NC=CC1C=CC=CC=1>C(#N)C>[CH:26]1([NH:25][C:24]([NH:23][CH:17]2[CH2:18][CH2:19][CH2:20][CH2:21][CH2:22]2)=[O:4])[CH2:31][CH2:30][CH2:29][CH2:28][CH2:27]1. Procedure details: Alternatively D-glyceric acid -(p-vinylanilide) can be prepared directly from D-glyceric acid and p-aminostyrene on treatment with N,N'-dicyclohexylcarbodiimide as condensing agent: To a solution (cooled to 0° C) of 5.3 g (0.05 mole) D-glyceric acid in 150 ml of acetonitrile, there was added 8.9 g (0.075 mole) β aminostyrene and 10.3 g (0.05 mole) N.N'-dicyclohexylcarbodiimide. A precipitate of N.N'-dicyclohexylurea is formed immediately, but the reaction was allowed to proceed for 15 hours at r...